This data is from the Open Reaction Database (ORD), a public repository of structured organic reaction records. The task is: describe an organic reaction: reactants, conditions, products, and yield Reactants: FC1=CN=C2C=3C(C(N(CC13)[C@@H](C(=O)OC(C)(C)C)C(C)C)=O)=CN2 ((R)-tert-Butyl 2-(6-fluoro-3-oxopyrrolo[4,3,2-de][2,6]naphthyridin-4(1H,3H,5H)-yl)-3-methylbutanoate). The solvent is C(Cl)Cl.C(=O)(C(F)(F)F)O (DCM TFA). Product: FC1=CN=C2C=3C(C(N(CC13)[C@@H](C(=O)O)C(C)C)=O)=CN2 ((R)-2-(6-fluoro-3-oxopyrrolo[4,3,2-de][2,6]naphthyridin-4(1H,3H,5H)-yl)-3-methylbutanoic acid). The yield is 59.1%. Reaction SMILES: [F:1][C:2]1[C:11]2[CH2:10][N:9]([C@H:12]([CH:20]([CH3:22])[CH3:21])[C:13]([O:15]C(C)(C)C)=[O:14])[C:8](=[O:23])[C:7]3=[CH:24][NH:25][C:5]([C:6]=23)=[N:4][CH:3]=1>C(Cl)Cl.C(O)(C(F)(F)F)=O>[F:1][C:2]1[C:11]2[CH2:10][N:9]([C@H:12]([CH:20]([CH3:21])[CH3:22])[C:13]([OH:15])=[O:14])[C:8](=[O:23])[C:7]3=[CH:24][NH:25][C:5]([C:6]=23)=[N:4][CH:3]=1 |f:1.2|. Procedure: (R)-tert-Butyl 2-(6-fluoro-3-oxopyrrolo[4,3,2-de][2,6]naphthyridin-4(1H,3H,5H)-yl)-3-methylbutanoate was stirred in DCM/TFA (50%, 10 mL) for 1 h, concentrated and dried in vacuo to afford the title compound as a beige solid (0.32 g, 59.1%). 1H NMR (400 MHz, DMSO-d6) δ 0.84 (d, J=6.30 Hz, 3 H) 1.04 (d, J=6.32 Hz, 3 H) 2.39 (dt, J=10.61, 6.57 Hz, 1 H) 4.83 (d, J=10.61 Hz, 1 H) 5.04 (d, J=9.60 Hz, 2 H) 7.98 (s, 1 H) 8.26 (s, 1 H) 12.39 (br. s., 1 H). [M+H] calc'd for C14H14FN3O3, 292; found, 292.5.